This data is from the Open Reaction Database (ORD), a public repository of structured organic reaction records. The task is: describe an organic reaction: reactants, conditions, products, and yield The reactants are COC(=O)C1=CC2=C(S1)C(=CC=C2)[N+](=O)[O-] (7-nitro-benzo[b]thiophene-2-carboxylic acid methyl ester), SnC2.2H2O. Run in C(C)(=O)O (acetic acid), Cl (HCl). Reaction conditions: time 12 hour. Yields the product COC(=O)C1=CC2=C(S1)C(=CC=C2)N (7-amino-benzo[b]thiophene-2-carboxylic acid methyl ester). Isolated yield 100.0%. As a reaction SMILES: [CH3:1][O:2][C:3]([C:5]1[S:9][C:8]2[C:10]([N+:14]([O-])=O)=[CH:11][CH:12]=[CH:13][C:7]=2[CH:6]=1)=[O:4]>C(O)(=O)C.Cl>[CH3:1][O:2][C:3]([C:5]1[S:9][C:8]2[C:10]([NH2:14])=[CH:11][CH:12]=[CH:13][C:7]=2[CH:6]=1)=[O:4]. Procedure details: To a mixture of 7-nitro-benzo[b]thiophene-2-carboxylic acid methyl ester (100 mg) in acetic acid (4 mL) was added a solution of SnC2.2H2O (10 eq) in 1.5 mL of concentrated HCl. The reaction was stirred at room temperature 12 h. The excess acid was partially removed in vacuo, and the reaction mixture was then poured into a flask (250 mL) and was neutralized with saturated NaHCO3 solution at 0° C. The pH was brought up to pH 9 by adding solid NaHCO3. The resulting aqueous mixture was diluted with ... The reactants are BrC1=CC=C(C=C1)C=1SC2=C(N1)C=C(C(=C2C2=CC=C(C=C2)Cl)[C@@H](C(=O)OCC)OC(C)(C)C)C ((S)-ethyl 2-(2-(4-bromophenyl)-7-(4-chlorophenyl)-5-methylbenzo[d]thiazol-6-yl)-2-tert-butoxyacetate), C(=O)([O-])[O-].[K+].[K+] (K2CO3), CN1N=CC(=C1C)B(O)O (1,5-Dimethyl-1H-pyrazole-4-boronic acid), pinacol ester. The reagents and catalysts are C=1C=CC(=CC1)[P](C=2C=CC=CC2)(C=3C=CC=CC3)[Pd]([P](C=4C=CC=CC4)(C=5C=CC=CC5)C=6C=CC=CC6)([P](C=7C=CC=CC7)(C=8C=CC=CC8)C=9C=CC=CC9)[P](C=1C=CC=CC1)(C=1C=CC=CC1)C=1C=CC=CC1 (tetrakis(triphenylphosphine)palladium(0)). Conditions: temperature 100 celsius, time 2.5 hour. Yields the product C(C)(C)(C)O[C@H](C(=O)OCC)C1=C(C2=C(N=C(S2)C2=CC=C(C=C2)C=2C=NN(C2C)C)C=C1C)C1=CC=C(C=C1)Cl ((S)-ethyl 2-tert-butoxy-2-(7-(4-chlorophenyl)-2-(4-(1,5-dimethyl-1H-pyrazol-4-yl)phenyl)-5-methylbenzo[d]thiazol-6-yl)acetate). Reaction SMILES: Br[C:2]1[CH:7]=[CH:6][C:5]([C:8]2[S:9][C:10]3[C:16]([C:17]4[CH:22]=[CH:21][C:20]([Cl:23])=[CH:19][CH:18]=4)=[C:15]([C@H:24]([O:30][C:31]([CH3:34])([CH3:33])[CH3:32])[C:25]([O:27][CH2:28][CH3:29])=[O:26])[C:14]([CH3:35])=[CH:13][C:11]=3[N:12]=2)=[CH:4][CH:3]=1.[CH3:36][N:37]1[C:41]([CH3:42])=[C:40](B(O)O)[CH:39]=[N:38]1.C([O-])([O-])=O.[K+].[K+]>C1C=CC([P]([Pd]([P](C2C=CC=CC=2)(C2C=CC=CC=2)C2C=CC=CC=2)([P](C2C=CC=CC=2)(C2C=CC=CC=2)C2C=CC=CC=2)[P](C2C=CC=CC=2)(C2C=CC=CC=2)C2C=CC=CC=2)(C2C=CC=CC=2)C2C=CC=CC=2)=CC=1>[C:31]([O:30][C@@H:24]([C:15]1[C:14]([CH3:35])=[CH:13][C:11]2[N:12]=[C:8]([C:5]3[CH:6]=[CH:7][C:2]([C:40]4[CH:39]=[N:38][N:37]([CH3:36])[C:41]=4[CH3:42])=[CH:3][CH:4]=3)[S:9][C:10]=2[C:16]=1[C:17]1[CH:22]=[CH:21][C:20]([Cl:23])=[CH:19][CH:18]=1)[C:25]([O:27][CH2:28][CH3:29])=[O:26])([CH3:34])([CH3:33])[CH3:32] |f:2.3.4,^1:55,57,76,95|. Procedure: (S)-ethyl 2-(2-(4-bromophenyl)-7-(4-chlorophenyl)-5-methylbenzo[d]thiazol-6-yl)-2-tert-butoxyacetate (50.0 mg, 0.087 mmol), 1,5-Dimethyl-1H-pyrazole-4-boronic acid, pinacol ester (24.7 mg, 0.105 mmol), tetrakis(triphenylphosphine)palladium(0) (15.1 mg, 0.013 mmol), and K2CO3 (36.2 mg, 0.262 mmol) were taken in a microwave vial, and the vial was vacuum pumped and flushed with argon three times. To this mixture was added degassed 1,4-dioxane (0.8 mL) and degassed water (0.2 mL). The reaction mixtu... The reactants are CC1(C=NC(CC=CCCC=CC1)CC)C (3,3-dimethyl-12-ethyl-1-aza-1,5,9-cyclododecatriene), S(=O)(=O)(O)O.NO (hydroxylamine sulfate). Yields the product S(O)(O)(=O)=O (sulfuric acid), CC(C=NO)(CC=CCCC=CCC(N)CC)C (2,2-dimethyl-11-ethyl-11-aminoundeca-4,8-dienal-oxime), C(C)C(CCCCCCCCC(CN)(C)C)N (1-ethyl-10,10-dimethyl-1,11-diaminoundecane). As a reaction SMILES: [CH3:1][C:2]1([CH3:16])[CH2:13][CH:12]=[CH:11][CH2:10][CH2:9][CH:8]=[CH:7][CH2:6][CH:5]([CH2:14][CH3:15])[N:4]=[CH:3]1.[S:17]([OH:21])([OH:20])(=[O:19])=[O:18].[NH2:22][OH:23]>>[S:17](=[O:19])(=[O:18])([OH:21])[OH:20].[CH3:1][C:2]([CH3:16])([CH2:13][CH:12]=[CH:11][CH2:10][CH2:9][CH:8]=[CH:7][CH2:6][CH:5]([CH2:14][CH3:15])[NH2:4])[CH:3]=[N:22][OH:23].[CH2:14]([CH:5]([NH2:22])[CH2:6][CH2:7][CH2:8][CH2:9][CH2:10][CH2:11][CH2:12][CH2:13][C:2]([CH3:16])([CH3:1])[CH2:3][NH2:4])[CH3:15] |f:1.2|. Procedure details: Reaction of 3,3-dimethyl-12-ethyl-1-aza-1,5,9-cyclododecatriene with hydroxylamine sulfate, in the presence of sulfuric acid, to 2,2-dimethyl-11-ethyl-11-aminoundeca-4,8-dienal-oxime, and hydrogenation of this to give 1-ethyl-10,10-dimethyl-1,11-diaminoundecane; b.p. 93° C./7 Pa; nD20 =1.4622.